Dataset: the Open Reaction Database (ORD), a public repository of structured organic reaction records. Task: describe an organic reaction: reactants, conditions, products, and yield Run at time 5 hour. RXN SMILES: [C:1]([C:4]1[S:5][C:6]([CH3:10])=[CH:7][C:8]=1[Cl:9])(O)=[O:2].C(Cl)(=O)C([Cl:14])=O.CN(C=O)C>C(Cl)Cl>[Cl:14][C:1]([C:4]1[S:5][C:6]([CH3:10])=[CH:7][C:8]=1[Cl:9])=[O:2]. Product: ClC(=O)C=1SC(=CC1Cl)C (2-chlorocarbonyl-3-chloro-5-methylthiophene). Starting materials: C(C(=O)Cl)(=O)Cl (oxalyl chloride), C(=O)(O)C=1SC(=CC1Cl)C (2-carboxy-3-chloro-5-methylthiophene), CN(C)C=O (DMF). Procedure details: To a suspension of 2-carboxy-3-chloro-5-methylthiophene (1.2 g, 6.6 mmol) in methylene chloride (16 mL) at 0° C. were added oxalyl chloride (0.6 mL, 7.3 mmol) and a drop of DMF. The mixture was stirred at ambient temperature for 5 hours, then concentrated of all volatiles and dried in vacuo to afford 1.3 g (quantitative yield) of 2-chlorocarbonyl-3-chloro-5-methylthiophene as a pale yellow solid; NMR (DMSO-d6 /TFA) 7.4 (s, 1), 2.5 (s, 3) ppm. The yield is 101.0%. Solvent: C(Cl)Cl (methylene chloride). Procedure details: Using the procedure described in Example 1, 2-[5-(3-phenylprop-2-ynyloxy)pyrid-3-yl]butane-1,2-diol was reacted with acetone to give 4-ethyl-2,2-dimethyl-4-[5-(3-phenylprop-2-ynyloxy)pyrid-3-yl]-1,3-dioxolane in 59% yield, as an oil. Yield: 59.0%. The product is C(C)C1(OC(OC1)(C)C)C=1C=NC=C(C1)OCC#CC1=CC=CC=C1 (4-ethyl-2,2-dimethyl-4-[5-(3-phenylprop-2-ynyloxy)pyrid-3-yl]-1,3-dioxolane). Starting materials: C1(=CC=CC=C1)C#CCOC=1C=C(C=NC1)C(CO)(CC)O (2-[5-(3-phenylprop-2-ynyloxy)pyrid-3-yl]butane-1,2-diol), CC(=O)C (acetone). Reaction SMILES: [C:1]1([C:7]#[C:8][CH2:9][O:10][C:11]2[CH:12]=[C:13]([C:17]([OH:22])([CH2:20][CH3:21])[CH2:18][OH:19])[CH:14]=[N:15][CH:16]=2)[CH:6]=[CH:5][CH:4]=[CH:3][CH:2]=1.[CH3:23][C:24]([CH3:26])=O>>[CH2:20]([C:17]1([C:13]2[CH:14]=[N:15][CH:16]=[C:11]([O:10][CH2:9][C:8]#[C:7][C:1]3[CH:2]=[CH:3][CH:4]=[CH:5][CH:6]=3)[CH:12]=2)[CH2:18][O:19][C:24]([CH3:26])([CH3:23])[O:22]1)[CH3:21]. The reactants are Clc1ccccc1-c1cn[nH]c1, O=C(Cl)Oc1ccc([N+](=O)[O-])cc1, ClCCl, O. Yields the product O=C(Oc1ccc([N+](=O)[O-])cc1)n1cc(-c2ccccc2Cl)cn1. RXN SMILES: [Cl:14][c:15]1[c:16](-[c:21]2[cH:22][n:23][nH:24][cH:25]2)[cH:17][cH:18][cH:19][cH:20]1.[Cl:1][C:2](=[O:3])[O:4][c:5]1[cH:6][cH:7][c:8]([N+:11](=[O:12])[O-:13])[cH:9][cH:10]1.[Cl:27][CH2:28][Cl:29].[OH2:26]>>[C:2](=[O:3])([O:4][c:5]1[cH:6][cH:7][c:8]([N+:11](=[O:12])[O-:13])[cH:9][cH:10]1)[n:23]1[cH:22][c:21](-[c:16]2[c:15]([Cl:14])[cH:20][cH:19][cH:18][cH:17]2)[cH:25][n:24]1. The reactants are CCOC(=O)CCCNC(=O)Nc1nc(C)c(-c2ccc(S(C)(=O)=O)c(F)c2)s1, CCOC(=O)CCN=C=O, Cc1nc(N)sc1-c1cc(Cl)c(S(=O)(=O)N(C)C)c(Cl)c1. The product is CCOC(=O)CCNC(=O)Nc1nc(C)c(-c2cc(Cl)c(S(=O)(=O)N(C)C)c(Cl)c2)s1. As a reaction SMILES: [CH2:1]([O:2][C:3](=[O:4])[CH2:5][CH2:6][CH2:7][NH:8][C:9]([NH:10][c:11]1[s:12][c:13](-[c:14]2[cH:15][cH:16][c:17]([S:18]([CH3:19])(=[O:20])=[O:21])[c:22]([F:23])[cH:24]2)[c:25]([CH3:26])[n:27]1)=[O:28])[CH3:29].[CH2:51]([CH3:52])[O:53][C:54]([CH2:55][CH2:56][N:57]=[C:58]=[O:59])=[O:60].[NH2:30][c:31]1[s:32][c:33](-[c:37]2[cH:38][c:39]([Cl:50])[c:40]([S:44](=[O:45])(=[O:46])[N:47]([CH3:48])[CH3:49])[c:41]([Cl:43])[cH:42]2)[c:34]([CH3:36])[n:35]1>>[NH:30]([c:31]1[s:32][c:33](-[c:37]2[cH:38][c:39]([Cl:50])[c:40]([S:44](=[O:45])(=[O:46])[N:47]([CH3:48])[CH3:49])[c:41]([Cl:43])[cH:42]2)[c:34]([CH3:36])[n:35]1)[C:58]([NH:57][CH2:56][CH2:55][C:54]([O:53][CH2:51][CH3:52])=[O:60])=[O:59]. Product: ClC1=C(C(=CC=C1C)Cl)NC1=C(C(=O)N(CC2=CC=CC=C2)O)C=CC=C1 (2-[(2,6-Dichloro-3-methylphenyl)amino]-N-hydroxy-N-phenylmethylbenzamide). Procedure: Meclomen (5.92 g; 0.02 mol) is suspended in CH2Cl2 (150 ml) containing DMF (1.46 g, 0.02 mol) and cooled to 0° C. Oxalyl chloride is added to the solution over 30 minutes and the resulting yellow solution is stirred at 24° C. for 20 hours and then added to a cold solution of N-benzylhydroxylamine (2.46 g; 0.02 mol) in THF (60 ml)--H2O (15 ml)--Et3N (20 ml) mixture. The solution is allowed to come to 24° C. and treated with 2N HCl (160 ml). The product is extracted with CH2Cl2. The extracts are d... Run in CCN(CC)CC (Et3N), C1CCOC1 (THF), O (H2O), C(Cl)Cl (CH2Cl2). The reactants are CC=1C=CC(=C(C1Cl)NC=2C=CC=CC2C(=O)[O-])Cl.[Na+] (Meclomen), Cl (HCl), C(C1=CC=CC=C1)NO (N-benzylhydroxylamine), CN(C)C=O (DMF), C(C(=O)Cl)(=O)Cl (Oxalyl chloride). Run at temperature 0 celsius, time 20 hour. RXN SMILES: [CH3:1][C:2]1[CH:3]=[CH:4][C:5]([Cl:19])=[C:6]([NH:9][C:10]2[CH:11]=[CH:12][CH:13]=[CH:14][C:15]=2[C:16]([O-:18])=O)[C:7]=1[Cl:8].[Na+].CN(C=O)C.C(Cl)(=O)C(Cl)=O.[CH2:32]([NH:39][OH:40])[C:33]1[CH:38]=[CH:37][CH:36]=[CH:35][CH:34]=1.Cl>C(Cl)Cl.C1COCC1.CCN(CC)CC.O>[Cl:8][C:7]1[C:2]([CH3:1])=[CH:3][CH:4]=[C:5]([Cl:19])[C:6]=1[NH:9][C:10]1[CH:11]=[CH:12][CH:13]=[CH:14][C:15]=1[C:16]([N:39]([OH:40])[CH2:32][C:33]1[CH:38]=[CH:37][CH:36]=[CH:35][CH:34]=1)=[O:18] |f:0.1|. Reactants: CCCc1c2c(cc(OC)c1OC)C(c1ccccc1)CNCC2, CCCCBr, CO, [K+], [OH-]. The product is CCCCN1CCc2c(cc(OC)c(OC)c2CCC)C(c2ccccc2)C1. As a reaction SMILES: [CH2:1]([CH2:2][CH3:3])[c:4]1[c:5]([O:23][CH3:24])[c:6]([O:21][CH3:22])[cH:7][c:8]2[c:14]1[CH2:13][CH2:12][NH:11][CH2:10][CH:9]2[c:15]1[cH:16][cH:17][cH:18][cH:19][cH:20]1.[CH2:25]([CH2:26][CH2:27][CH3:28])[Br:29].[CH3:32][OH:33].[K+:31].[OH-:30]>>[CH2:1]([CH2:2][CH3:3])[c:4]1[c:5]([O:23][CH3:24])[c:6]([O:21][CH3:22])[cH:7][c:8]2[c:14]1[CH2:13][CH2:12][N:11]([CH2:25][CH2:26][CH2:27][CH3:28])[CH2:10][CH:9]2[c:15]1[cH:16][cH:17][cH:18][cH:19][cH:20]1.